Dataset: the Open Reaction Database (ORD), a public repository of structured organic reaction records. Task: describe an organic reaction: reactants, conditions, products, and yield Yields the product COC1=C(SC(=C1C)C)C(=O)OC (Methyl 3-methoxy-4,5-dimethyl-2-thiophenecarboxylate). Reaction SMILES: O[C:2]1[C:6]([O:7][CH3:8])=[C:5](OC)[S:4][C:3]=1[C:11](OC)=O.[C:15](=[O:18])([O-])[O-].[K+].[K+].S([O:26][CH3:27])(OC)(=O)=O.[CH3:28]C(C)=O>>[CH3:8][O:7][C:6]1[C:2]([CH3:28])=[C:3]([CH3:11])[S:4][C:5]=1[C:15]([O:26][CH3:27])=[O:18] |f:1.2.3|. Conditions: time 18 hour. Procedure: Methyl 3-hydroxy-4,5-dimethoxy-2-thiophenecarboxylate (5.0 g, 27 mmoles) is dissolved in acetone (50 mL) under nitrogen. Potassium carbonate (4.5 g, 32 mmoles) is added followed by dimethyl sulfate (4.2 g, 32 mmoles) and the mixture is stirred and heated under reflux. After 18 hours the mixture is stripped of solvent under reduced pressure, and the residue is partitioned between water (100 mL) and dichloromethane (100 mL). After separation the aqueous layer is extracted with dichloromethane (75 ... The reactants are C([O-])([O-])=O.[K+].[K+] (Potassium carbonate), OC1=C(SC(=C1OC)OC)C(=O)OC (Methyl 3-hydroxy-4,5-dimethoxy-2-thiophenecarboxylate), CC(=O)C (acetone), S(=O)(=O)(OC)OC (dimethyl sulfate). Starting materials: C[Si](C)(C)Br, COCCCOc1cc(CO)ccc1OC, ClC(Cl)Cl. Product: COCCCOc1cc(CBr)ccc1OC. As a reaction SMILES: [CH3:1][Si:2]([Br:3])([CH3:4])[CH3:5].[CH3:6][O:7][c:8]1[c:9]([O:16][CH2:17][CH2:18][CH2:19][O:20][CH3:21])[cH:10][c:11]([CH2:12][OH:13])[cH:14][cH:15]1.[CH:22]([Cl:23])([Cl:24])[Cl:25]>>[Br:3][CH2:12][c:11]1[cH:10][c:9]([O:16][CH2:17][CH2:18][CH2:19][O:20][CH3:21])[c:8]([O:7][CH3:6])[cH:15][cH:14]1.